describe an organic reaction: reactants, conditions, products, and yield From a dataset of the Open Reaction Database (ORD), a public repository of structured organic reaction records. Reactants: FC1=C(C=CC=C1)[N+](=O)[O-] (2-fluoronitrobenzene), COCCN (2-methoxyethylamine). The solvent is C(CCC)O (n-butanol), C(CCC)O (n-butanol). Yields the product 35g, COCCNC1=C(C=CC=C1)[N+](=O)[O-] (2-(2-methoxyethylamino)nitrobenzene). RXN SMILES: F[C:2]1[CH:7]=[CH:6][CH:5]=[CH:4][C:3]=1[N+:8]([O-:10])=[O:9].[CH3:11][O:12][CH2:13][CH2:14][NH2:15]>C(O)CCC>[CH3:11][O:12][CH2:13][CH2:14][NH:15][C:2]1[CH:7]=[CH:6][CH:5]=[CH:4][C:3]=1[N+:8]([O-:10])=[O:9]. Procedure: To 28.2g of 2-fluoronitrobenzene in 70ml of n-butanol 30.0g of 2-methoxyethylamine were added and the mixture refluxed overnight to give a dark red solution. After cooling the n-butanol was evaporated off and the product extracted into diethyl ether. The diethyl ether was then washed twice with dilute (aqueous) hydrochloric acid, once with dilute (aqueous) sodium carbonate and once with brine. The ether was then dried using magnesium sulphate and evaporated off to give 35g of 2-(2-methoxyethylam...